This data is from the Open Reaction Database (ORD), a public repository of structured organic reaction records. The task is: describe an organic reaction: reactants, conditions, products, and yield The reactants are CCC(C)(C)[O-].[K+] (potassium tert-pentoxide), C(C)OC(C1=C(C=C(C=C1)OC=1C=NC=CC1)CN(CC(=O)OCC)CC1=C(C=C(C=C1)OC)OC)=O (2-{[(2,4-dimethoxy-benzyl)-ethoxycarbonylmethyl-amino]-methyl}-4-(pyridin-3-yloxy)-benzoic acid ethyl ester), S(=O)(Cl)Cl (thionyl chloride). Run in C(Cl)Cl (DCM), C1CCOC1 (THF). Reaction conditions: time 60 minute. Yields the product C(C)OC(=O)C=1N=CC2=CC(=CC=C2C1O)OC=1C=NC=CC1 (4-Hydroxy-7-(pyridin-3-yloxy)-isoquinoline-3-carboxylic acid ethyl ester). Yield: 64.5%. As a reaction SMILES: C([O:3][C:4](=O)[C:5]1[CH:10]=[CH:9][C:8]([O:11][C:12]2[CH:13]=[N:14][CH:15]=[CH:16][CH:17]=2)=[CH:7][C:6]=1[CH2:18][N:19](CC1C=CC(OC)=CC=1OC)[CH2:20][C:21]([O:23][CH2:24][CH3:25])=[O:22])C.CCC([O-])(C)C.[K+].S(Cl)(Cl)=O>C1COCC1.C(Cl)Cl>[CH2:24]([O:23][C:21]([C:20]1[N:19]=[CH:18][C:6]2[C:5]([C:4]=1[OH:3])=[CH:10][CH:9]=[C:8]([O:11][C:12]1[CH:13]=[N:14][CH:15]=[CH:16][CH:17]=1)[CH:7]=2)=[O:22])[CH3:25] |f:1.2|. Procedure details: To an ice-water bath cooled solution of 2-{[(2,4-dimethoxy-benzyl)-ethoxycarbonylmethyl-amino]-methyl}-4-(pyridin-3-yloxy)-benzoic acid ethyl ester (1.71 g) in THF (30 mL) was added a solution of potassium tert-pentoxide (3.36 mL, 1.7 M in toluene); the mixture was stirred for 60 min at rt after addition; then the mixture was quenched with 2 M HCl, diluted with EtOAc and water, EtOAc phase was separated and washed with water, diluted NaCl solution and dried over anhydrous sodium sulphate, filter... Reactants: NC1=NC=CC=C1O (2-amino-3-hydroxypyridine), C[Si](C)(C)C=[N+]=[N-] (trimethylsilyldiazomethane), B(F)(F)F (boron trifluoride). Solvent: CO.C1=CC=CC=C1 (methanol benzene). Reaction conditions: time 16 hour. Product: NC1=NC=CC=C1OC (2-Amino-3-methoxypyridine). Reaction SMILES: [NH2:1][C:2]1[C:7]([OH:8])=[CH:6][CH:5]=[CH:4][N:3]=1.[CH3:9][Si](C=[N+]=[N-])(C)C.B(F)(F)F>CO.C1C=CC=CC=1>[NH2:1][C:2]1[C:7]([O:8][CH3:9])=[CH:6][CH:5]=[CH:4][N:3]=1 |f:3.4|. Reported procedure: A solution of 2-amino-3-hydroxypyridine (Aldrich, 200 mg) in 20% methanol/benzene (4 mL) was treated with trimethylsilyldiazomethane (1.8 mL, 2.0 M), boron trifluoride diethyletherate (0.026 mL) and stirred at room temperature for 16 hr. The solvent was evaporated in vacuo and the crude oil was purified by medium pressure liquid chromatography on a 21×300 mm silica column eluted with 50% ethyl acetate/lmethylene chloride to give the title compound (50 mg). The reactants are CCCCCC.C(C)(=O)OCC (hexane ethyl acetate), O[C@H]1CC([C@]2(C)[C@@H]1[C@@H]1CCC3=CC(CC[C@]3(C)[C@H]1CC2)=O)=O (15α-hydroxyandrost-4-ene-3,17-dione), C1(=CC=CC=C1)S (thiophenol), C=O (formaldehyde). The solvent is N(CCO)(CCO)CCO (triethanolamine). Product: crude product, O[C@H]1CC([C@]2(C)[C@@H]1[C@@H]1CCC3=C(C(CC[C@]3(C)[C@H]1CC2)=O)CSC2=CC=CC=C2)=O (15α-hydroxy-4-(phenylthiomethyl)androst-4-ene-3,17-dione). Reaction SMILES: [OH:1][C@@H:2]1[C@H:7]2[C@H:8]3[C@H:18]([CH2:19][CH2:20][C@:5]2([CH3:6])[C:4](=[O:22])[CH2:3]1)[C@:16]1([CH3:17])[C:11](=[CH:12][C:13](=[O:21])[CH2:14][CH2:15]1)[CH2:10][CH2:9]3.[C:23]1([SH:29])[CH:28]=[CH:27][CH:26]=[CH:25][CH:24]=1.C=O.[CH3:32]CCCCC.C(OCC)(=O)C>N(CCO)(CCO)CCO>[OH:1][C@@H:2]1[C@H:7]2[C@H:8]3[C@H:18]([CH2:19][CH2:20][C@:5]2([CH3:6])[C:4](=[O:22])[CH2:3]1)[C@:16]1([CH3:17])[C:11](=[C:12]([CH2:32][S:29][C:23]2[CH:28]=[CH:27][CH:26]=[CH:25][CH:24]=2)[C:13](=[O:21])[CH2:14][CH2:15]1)[CH2:10][CH2:9]3 |f:3.4|. Reported procedure: 15 g of 15α-hydroxyandrost-4-ene-3,17-dione is reacted analogously to Example 6(a) with thiophenol and formaldehyde in triethanolamine. Chromatography of the crude product on silica gel with a hexane-ethyl acetate gradient yields 11 g of 15α-hydroxy-4-(phenylthiomethyl)androst-4-ene-3,17-dione as a foam. Starting materials: CCOC(=O)Cn1ccc2ccc(O)cc21, CCCCP(CCCC)CCCC, COCCc1nc(-c2ccc(C(F)(F)F)nc2)ncc1CO. Product: CCOC(=O)Cn1ccc2ccc(OCc3cnc(-c4ccc(C(F)(F)F)nc4)nc3CCOC)cc21. RXN SMILES: [CH2:1]([CH3:2])[O:3][C:4]([CH2:5][n:6]1[cH:7][cH:8][c:9]2[cH:10][cH:11][c:12]([OH:15])[cH:13][c:14]12)=[O:16].[CH2:39]([P:40]([CH2:41][CH2:42][CH2:43][CH3:44])[CH2:45][CH2:46][CH2:47][CH3:48])[CH2:49][CH2:50][CH3:51].[CH3:17][O:18][CH2:19][CH2:20][c:21]1[n:22][c:23](-[c:29]2[cH:30][n:31][c:32]([C:35]([F:36])([F:37])[F:38])[cH:33][cH:34]2)[n:24][cH:25][c:26]1[CH2:27][OH:28]>>[CH2:1]([CH3:2])[O:3][C:4]([CH2:5][n:6]1[cH:7][cH:8][c:9]2[cH:10][cH:11][c:12]([O:15][CH2:27][c:26]3[c:21]([CH2:20][CH2:19][O:18][CH3:17])[n:22][c:23](-[c:29]4[cH:30][n:31][c:32]([C:35]([F:36])([F:37])[F:38])[cH:33][cH:34]4)[n:24][cH:25]3)[cH:13][c:14]12)=[O:16]. Reactants: CN(C(CCCCCCCCCCC)=O)CCO (N-methyl-N-(2-hydroxyethyl)lauramide), C1(=CC=C(C=C1)C(=O)Cl)C (p-toluoyl chloride). Product: CN(C(CCCCCCCCCCC)=O)CCOC(=O)C1=CC=C(C=C1)C (N-methyl-N-(2-p-toluoyloxyethyl)lauramide). Reaction SMILES: [CH3:1][N:2]([CH2:16][CH2:17][OH:18])[C:3](=[O:15])[CH2:4][CH2:5][CH2:6][CH2:7][CH2:8][CH2:9][CH2:10][CH2:11][CH2:12][CH2:13][CH3:14].[C:19]1([CH3:28])[CH:24]=[CH:23][C:22]([C:25](Cl)=[O:26])=[CH:21][CH:20]=1>>[CH3:1][N:2]([CH2:16][CH2:17][O:18][C:25]([C:22]1[CH:23]=[CH:24][C:19]([CH3:28])=[CH:20][CH:21]=1)=[O:26])[C:3](=[O:15])[CH2:4][CH2:5][CH2:6][CH2:7][CH2:8][CH2:9][CH2:10][CH2:11][CH2:12][CH2:13][CH3:14]. Procedure: N-methyl-N-(2-p-toluoyloxyetyl)lauramide was prepared by the procedure of example 1 from 26 gms. (0.1 mole) of N-methyl-N-(2-hydroxyethyl)lauramide and 15 gms. (0.1 mole) of p-toluoyl chloride. The structure of the final product was characterized on the basis of IR and NMR spectral analyses as described in example 1.